This data is from the Open Reaction Database (ORD), a public repository of structured organic reaction records. The task is: describe an organic reaction: reactants, conditions, products, and yield Reactants: C(C)(=O)Cl (acetyl chloride), ClC1=C(COC2=CC3=C([C@@H](CO3)CCN)C=C2)C=CC(=C1)Cl (2-((3S)-6-((2,4-dichlorobenzyl)oxy)-2,3-dihydro-1-benzofuran-3-yl)ethanamine), C(=O)(O)[O-].[Na+] (NaHCO3). Run in CC(=O)N(C)C (DMA). Run at time 2 hour. The product is ClC1=C(COC2=CC3=C([C@@H](CO3)CCNC(C)=O)C=C2)C=CC(=C1)Cl (N-(2-((3S)-6-((2,4-Dichlorobenzyl)oxy)-2,3-dihydro-1-benzofuran-3-yl)ethyl)acetamide). Isolated yield 47.3%. RXN SMILES: [Cl:1][C:2]1[CH:21]=[C:20]([Cl:22])[CH:19]=[CH:18][C:3]=1[CH2:4][O:5][C:6]1[CH:17]=[CH:16][C:9]2[C@H:10]([CH2:13][CH2:14][NH2:15])[CH2:11][O:12][C:8]=2[CH:7]=1.[C:23](Cl)(=[O:25])[CH3:24].C([O-])(O)=O.[Na+]>CC(N(C)C)=O>[Cl:1][C:2]1[CH:21]=[C:20]([Cl:22])[CH:19]=[CH:18][C:3]=1[CH2:4][O:5][C:6]1[CH:17]=[CH:16][C:9]2[C@H:10]([CH2:13][CH2:14][NH:15][C:23](=[O:25])[CH3:24])[CH2:11][O:12][C:8]=2[CH:7]=1 |f:2.3|. Procedure details: To a mixture of 2-((3S)-6-((2,4-dichlorobenzyl)oxy)-2,3-dihydro-1-benzofuran-3-yl)ethanamine (320 mg) and DMA (10 mL) was added acetyl chloride (74.3 mg). The mixture was stirred for 2 h. The mixture was poured into saturated aqueous NaHCO3 and extracted with EtOAc. The organic layer was separated, washed successively with water and brine, dried over MgSO4 and concentrated in vacuo. The residue was purified by silica gel column chromatography (EtOAc/hexane) to give the title compound (170 mg). The reactants are CC([C@@H](C(N1[C@@H](CCC1)C=1NC(=CN1)C1=CC2=CC=C(C=C2C=C1)C1=CC=C(C=C1)C1=CN=C(N1)[C@H]1N(CCC1)C(=O)[C@@H]1NCCC2=CC=CC=C12)=O)NC(OC)=O)C (Methyl (S)-3-methyl-1-oxo-1-((S)-2-(5-(6-(4-(2-((S)-1-((R)-1,2,3,4-tetrahydroisoquinoline-1-carbonyl)pyrrolidin-2-yl)-1H-imidazol-5-yl)phenyl)naphthalen-2-yl)-1H-imidazol-2-yl)pyrrolidin-1-yl)butan-2-ylcarbamate), C=O (formaldehyde). Reagents/catalysts: [Zn] (zinc). The solvent is C(C)(=O)O (acetic acid). Reaction conditions: time 8 hour. Yields the product CC([C@@H](C(=O)N1[C@@H](CCC1)C=1NC(=CN1)C1=CC2=CC=C(C=C2C=C1)C1=CC=C(C=C1)C1=CN=C(N1)[C@H]1N(CCC1)C(=O)[C@@H]1N(CCC2=CC=CC=C12)C)NC(OC)=O)C (Methyl (S)-3-methyl-1-((S)-2-(5-(6-(4-(2-((S)-1-((R)-2-methyl-1,2,3,4-tetrahydroisoquinoline-1-carbonyl)pyrrolidin-2-yl)-1H-imidazol-5-yl)phenyl)naphthalen-2-yl)-1H-imidazol-2-yl)pyrrolidin-1-yl)-1-oxobutan-2-ylcarbamate). Reaction SMILES: [CH3:1][CH:2]([CH3:59])[C@H:3]([NH:54][C:55](=[O:58])[O:56][CH3:57])[C:4](=[O:53])[N:5]1[CH2:9][CH2:8][CH2:7][C@H:6]1[C:10]1[NH:11][C:12]([C:15]2[CH:24]=[CH:23][C:22]3[C:17](=[CH:18][CH:19]=[C:20]([C:25]4[CH:30]=[CH:29][C:28]([C:31]5[NH:35][C:34]([C@@H:36]6[CH2:40][CH2:39][CH2:38][N:37]6[C:41]([C@H:43]6[C:52]7[C:47](=[CH:48][CH:49]=[CH:50][CH:51]=7)[CH2:46][CH2:45][NH:44]6)=[O:42])=[N:33][CH:32]=5)=[CH:27][CH:26]=4)[CH:21]=3)[CH:16]=2)=[CH:13][N:14]=1.[CH2:60]=O>[Zn].C(O)(=O)C>[CH3:1][CH:2]([CH3:59])[C@H:3]([NH:54][C:55](=[O:58])[O:56][CH3:57])[C:4]([N:5]1[CH2:9][CH2:8][CH2:7][C@H:6]1[C:10]1[NH:11][C:12]([C:15]2[CH:24]=[CH:23][C:22]3[C:17](=[CH:18][CH:19]=[C:20]([C:25]4[CH:30]=[CH:29][C:28]([C:31]5[NH:35][C:34]([C@@H:36]6[CH2:40][CH2:39][CH2:38][N:37]6[C:41]([C@H:43]6[C:52]7[C:47](=[CH:48][CH:49]=[CH:50][CH:51]=7)[CH2:46][CH2:45][N:44]6[CH3:60])=[O:42])=[N:33][CH:32]=5)=[CH:27][CH:26]=4)[CH:21]=3)[CH:16]=2)=[CH:13][N:14]=1)=[O:53]. Procedure details: Methyl (S)-3-methyl-1-oxo-1-((S)-2-(5-(6-(4-(2-((S)-1-((R)-1,2,3,4-tetrahydroisoquinoline-1-carbonyl)pyrrolidin-2-yl)-1H-imidazol-5-yl)phenyl)naphthalen-2-yl)-1H-imidazol-2-yl)pyrrolidin-1-yl)butan-2-ylcarbamate (135 mg, 0.17 mmol), acetic acid (1.7 mL), zinc dust (111 mg, 1.7 mmol), and formaldehyde were all mixed in round bottom flask and stirred at room temperature overnight. The crude mixture was filtered through a celite plug and the filtrate was concentrated down to dryness on rotovap. The... The reactants are FC1=C(C(=CC=C1)OCCCCOCCCCC)F (1,2-Difluoro-3-(4-pentyloxybutoxy)benzene), C(CCC)[Li] (butyllithium), C(C)(C)OB(OC(C)C)OC(C)C (triisopropylborate). Solvent: C1CCOC1 (THF). Reaction conditions: time 2 hour. Product: FC1=C(C=CC(=C1F)OCCCCOCCCCC)B(O)O (2,3-Difluoro-4-(4-pentyloxybutoxy)phenylboronic acid). Reaction SMILES: [F:1][C:2]1[CH:7]=[CH:6][CH:5]=[C:4]([O:8][CH2:9][CH2:10][CH2:11][CH2:12][O:13][CH2:14][CH2:15][CH2:16][CH2:17][CH3:18])[C:3]=1[F:19].C([Li])CCC.C([O:28][B:29](OC(C)C)[O:30]C(C)C)(C)C>C1COCC1>[F:1][C:2]1[C:3]([F:19])=[C:4]([O:8][CH2:9][CH2:10][CH2:11][CH2:12][O:13][CH2:14][CH2:15][CH2:16][CH2:17][CH3:18])[CH:5]=[CH:6][C:7]=1[B:29]([OH:30])[OH:28]. Procedure: To a solution of 1,2-difluoro-3-(4-pentyloxybutoxy)-benzene (24), (1 equi.) in THF (5 mL/mmole), butyllithium (1.3 equi.) was added at −78° C. The reaction mixture was stirred at that temperature for 2 h,. Then triisopropylborate (1 equi.) was added at that temperature. The reaction mixture was stirred at that temperature for 1 h and at room temperature for 10 h, quenched with water, extracted with ethyl acetate, washed with brine, dried over MgSO4, and concentrated in vacuo. Purification by rec...